describe an organic reaction: reactants, conditions, products, and yield From a dataset of the Open Reaction Database (ORD), a public repository of structured organic reaction records. Reactants: C(C)OC1=CC=C(C(=O)C2=NC3=C(N2CCC(C)C)C=CC(=C3)C(=O)N(CC)CC)C=C1 (2-(4-ethoxybenzoyl)-N,N-diethyl-1-(3-methylbutyl)-1H-benzimidazole-5-carboxamide), [BH4-].[Na+] (NaBH4). Run in CCO (EtOH). Conditions: time 1 hour. The product is C(C)OC1=CC=C(C=C1)C(C1=NC2=C(N1CCC(C)C)C=CC(=C2)C(=O)N(CC)CC)O (2-[(4-Ethoxyphenyl)hydroxymethyl]-N,N-diethyl-(3-methylbutyl)-1H-benzimidazole-5-carboxamide). As a reaction SMILES: [CH2:1]([O:3][C:4]1[CH:32]=[CH:31][C:7]([C:8]([C:10]2[N:14]([CH2:15][CH2:16][CH:17]([CH3:19])[CH3:18])[C:13]3[CH:20]=[CH:21][C:22]([C:24]([N:26]([CH2:29][CH3:30])[CH2:27][CH3:28])=[O:25])=[CH:23][C:12]=3[N:11]=2)=[O:9])=[CH:6][CH:5]=1)[CH3:2].[BH4-].[Na+]>CCO>[CH2:1]([O:3][C:4]1[CH:32]=[CH:31][C:7]([CH:8]([OH:9])[C:10]2[N:14]([CH2:15][CH2:16][CH:17]([CH3:19])[CH3:18])[C:13]3[CH:20]=[CH:21][C:22]([C:24]([N:26]([CH2:29][CH3:30])[CH2:27][CH3:28])=[O:25])=[CH:23][C:12]=3[N:11]=2)=[CH:6][CH:5]=1)[CH3:2] |f:1.2|. Procedure: 2-(4-ethoxybenzoyl)-N,N-diethyl-1-(3-methylbutyl)-1H-benzimidazole-5-carboxamide (110 mg, 0.252 mmol) was dissolved in 3 mL of EtOH. NaBH4 (12 mg, 1.2 eq) was added and the solution stirred at rt for 1 h. The solvent was concentrated and the residue dissolved in EtOAc. The organic phase was washed with saturated NaHCO3 solution, brine and dried over anhydrous MgSO4. The crude product was directly purified by reversed-phase chromatography (C-18 column) using a gradient of 10–65% CH3CN/H2O and the... Starting materials: CCOC(=O)C(Cc1ccnc(OC)c1)NC(=O)CNC(=O)OC(C)(C)C, ClCCl, O=C(O)C(F)(F)F. Yields the product CCOC(=O)C(Cc1ccnc(OC)c1)NC(=O)CN. As a reaction SMILES: [C:1]([O:2][C:3](=[O:4])[NH:8][CH2:9][C:10](=[O:11])[NH:12][CH:13]([CH2:14][c:15]1[cH:16][c:17]([O:21][CH3:22])[n:18][cH:19][cH:20]1)[C:23](=[O:24])[O:25][CH2:26][CH3:27])([CH3:5])([CH3:6])[CH3:7].[Cl:35][CH2:36][Cl:37].[OH:28][C:29]([C:30]([F:31])([F:32])[F:33])=[O:34]>>[NH2:8][CH2:9][C:10](=[O:11])[NH:12][CH:13]([CH2:14][c:15]1[cH:16][c:17]([O:21][CH3:22])[n:18][cH:19][cH:20]1)[C:23](=[O:24])[O:25][CH2:26][CH3:27]. Reactants: CN1CCNCC1, COC(=O)c1cccc(-c2cnc(C(=O)CCc3ccc(-c4ccc(C=O)cc4)cc3)o2)n1, CC(Cl)Cl. The product is COC(=O)c1cccc(-c2cnc(C(=O)CCc3ccc(-c4ccc(CN5CCN(C)CC5)cc4)cc3)o2)n1. Reaction SMILES: [CH3:34][N:35]1[CH2:36][CH2:37][NH:38][CH2:39][CH2:40]1.[CH:1](=[O:2])[c:3]1[cH:4][cH:5][c:6](-[c:9]2[cH:10][cH:11][c:12]([CH2:15][CH2:16][C:17](=[O:18])[c:19]3[o:20][c:21](-[c:24]4[cH:25][cH:26][cH:27][c:28]([C:30](=[O:31])[O:32][CH3:33])[n:29]4)[cH:22][n:23]3)[cH:13][cH:14]2)[cH:7][cH:8]1.[Cl:41][CH:42]([Cl:43])[CH3:44]>>[CH2:1]([c:3]1[cH:4][cH:5][c:6](-[c:9]2[cH:10][cH:11][c:12]([CH2:15][CH2:16][C:17](=[O:18])[c:19]3[o:20][c:21](-[c:24]4[cH:25][cH:26][cH:27][c:28]([C:30](=[O:31])[O:32][CH3:33])[n:29]4)[cH:22][n:23]3)[cH:13][cH:14]2)[cH:7][cH:8]1)[N:38]1[CH2:37][CH2:36][N:35]([CH3:34])[CH2:40][CH2:39]1. The product is CC(C)(C)OC(=O)C(C)(C)CCl. Reactants: Cc1ccccc1, CC(C)(C)[O-], CC(C)(CCl)C(=O)Cl, [Na+]. As a reaction SMILES: [CH3:15][c:16]1[cH:17][cH:18][cH:19][cH:20][cH:21]1.[CH3:1][C:2]([CH3:3])([O-:4])[CH3:5].[Cl:7][CH2:8][C:9]([C:10](=[O:11])[Cl:12])([CH3:13])[CH3:14].[Na+:6]>>[CH3:1][C:2]([CH3:3])([O:4][C:10]([C:9]([CH2:8][Cl:7])([CH3:13])[CH3:14])=[O:11])[CH3:5]. Reactants: C(C)OC=C(C(=O)OCC)C(=O)OCC (diethyl ethoxymethylenemalonate), CC1=NN(C(=C1)N)C1=NC=CC=C1 (3-methyl-1-(2-pyridinyl)-1H-pyrazol-5-amine). Reaction conditions: temperature 120 celsius. The product is CC1=NN(C(=C1)NC=C(C(=O)OCC)C(=O)OCC)C1=NC=CC=C1 (Diethyl 2-([[3-methyl-1-(2-pyridinyl)-1H-pyrazol-5-yl]amino]methylene)malonate). The yield is 95.4%. RXN SMILES: C(O[CH:4]=[C:5]([C:11]([O:13][CH2:14][CH3:15])=[O:12])[C:6]([O:8][CH2:9][CH3:10])=[O:7])C.[CH3:16][C:17]1[CH:21]=[C:20]([NH2:22])[N:19]([C:23]2[CH:28]=[CH:27][CH:26]=[CH:25][N:24]=2)[N:18]=1>>[CH3:16][C:17]1[CH:21]=[C:20]([NH:22][CH:4]=[C:5]([C:6]([O:8][CH2:9][CH3:10])=[O:7])[C:11]([O:13][CH2:14][CH3:15])=[O:12])[N:19]([C:23]2[CH:28]=[CH:27][CH:26]=[CH:25][N:24]=2)[N:18]=1. Reported procedure: A mixture of diethyl ethoxymethylenemalonate (32.5 g, 0.15 mol) and 3-methyl-1-(2-pyridinyl)-1H-pyrazol-5-amine (23.8 g, 0.137 mol) was heated under reflux at 120° C. for 1 hour. After the mixture was allowed to cool to room temperature, the reaction solvent was evaporated under reduced pressure. The crude crystals thus obtained were filtered and washed with diethylether to give the title compound (45 g, 96% yield). Reactants: BrC1=CC=C(C=C1)CC(=O)O (4-bromophenyl acetic acid), O=S(Cl)Cl (SOCl2), CN(C)C=O (DMF), CN (CH3NH2). Run in C1CCOC1 (THF), O (Water). Reaction conditions: time 1 hour. Product: BrC1=CC=C(C=C1)CC(=O)NC (4-bromophenyl-N-methyl acetamide). Yield: 910.6%. Reaction SMILES: [Br:1][C:2]1[CH:7]=[CH:6][C:5]([CH2:8][C:9]([OH:11])=O)=[CH:4][CH:3]=1.O=S(Cl)Cl.[CH3:16][N:17](C=O)C.CN>C1COCC1.O>[Br:1][C:2]1[CH:7]=[CH:6][C:5]([CH2:8][C:9]([NH:17][CH3:16])=[O:11])=[CH:4][CH:3]=1. Procedure details: To a solution of 4-bromophenyl acetic acid (50 g, 233 mmol) in SOCl2 (170 mL, 2.32 mol) was added DMF (2 mL, 26 mmol). After stirred at this temperature for 1 h, the excess SOCl2 was removed under reduced pressure. The residue was dissolved in CH2Cl2 (300 mL), and the resulting solution was added to a cooled (0° C.) solution of CH3NH2 (90 mL, 40 wt % in H2O, 1.03 mol) in THF (200 mL) dropwise. After the addition was complete, the solution was further stirred at 0° C. for 15 min. Water (400 mL) w... Procedure: A mixture of 1 equivalent of methyl acetoacetate, 1 equivalent of tertiary butyl alcohol and 100 mg of sulfated tin oxide catalyst prepared according to example 1, in 20 ml of toluene was heated to 110° C. in a two necked round bottom flask provided with a distillation condenser to remove methanol. The reaction was monitored by thin layer chromatography (TLC). After completion of the reaction (about 6 hours), the catalyst was filtered and the filtrate was concentrated and chromatographed on a si... The reagents and catalysts are sulfated tin oxide. Yields the product C(CC(=O)C)(=O)OC(C)(C)C (t-butyl acetoacetate). As a reaction SMILES: [C:1](OC)(=[O:6])[CH2:2][C:3]([CH3:5])=[O:4].[C:9]([OH:13])([CH3:12])([CH3:11])[CH3:10]>C1(C)C=CC=CC=1>[C:1]([O:13][C:9]([CH3:12])([CH3:11])[CH3:10])(=[O:6])[CH2:2][C:3]([CH3:5])=[O:4]. Reactants: C(CC(=O)C)(=O)OC (methyl acetoacetate), C(C)(C)(C)O (tertiary butyl alcohol). Conditions: temperature 110 celsius. Isolated yield 50.0%. Solvent: C1(=CC=CC=C1)C (toluene).